Dataset: the Open Reaction Database (ORD), a public repository of structured organic reaction records. Task: describe an organic reaction: reactants, conditions, products, and yield Reactants: Cc1cnc(N2CCN(C(=O)c3ccc(Br)cc3F)CC2)c(C)c1, CC1(C)CNC(=O)O1. The product is Cc1cnc(N2CCN(C(=O)c3ccc(N4CC(C)(C)OC4=O)cc3F)CC2)c(C)c1. RXN SMILES: [Br:1][c:2]1[cH:3][c:4]([F:24])[c:5]([C:8](=[O:9])[N:10]2[CH2:11][CH2:12][N:13]([c:16]3[n:17][cH:18][c:19]([CH3:23])[cH:20][c:21]3[CH3:22])[CH2:14][CH2:15]2)[cH:6][cH:7]1.[CH3:25][C:26]1([CH3:32])[CH2:27][NH:28][C:29](=[O:31])[O:30]1>>[c:2]1([N:28]2[CH2:27][C:26]([CH3:25])([CH3:32])[O:30][C:29]2=[O:31])[cH:3][c:4]([F:24])[c:5]([C:8](=[O:9])[N:10]2[CH2:11][CH2:12][N:13]([c:16]3[n:17][cH:18][c:19]([CH3:23])[cH:20][c:21]3[CH3:22])[CH2:14][CH2:15]2)[cH:6][cH:7]1. Reactants: Cl (hydrochloric acid), OC1=C(C(=CC=C1)O)C(C)=O (2',6'-dihydroxyacetophenone), OC1=CC=C(C=O)C=C1 (p-hydroxybenzaldehyde), [OH-].[Na+] (sodium hydroxide). Solvent: C(C)O (ethanol). Reaction conditions: time 18 hour. Yields the product OC1=C(C(=CC=C1)O)C(C=CC1=CC=C(C=C1)O)=O (1-(2,6-dihydroxyphenyl)-3-(4-hydroxyphenyl)-prop-2-en-1-one). Yield: 22.0%. RXN SMILES: [OH:1][C:2]1[CH:7]=[CH:6][CH:5]=[C:4]([OH:8])[C:3]=1[C:9](=[O:11])[CH3:10].[OH:12][C:13]1[CH:20]=[CH:19][C:16]([CH:17]=O)=[CH:15][CH:14]=1.[OH-].[Na+].Cl>C(O)C>[OH:1][C:2]1[CH:7]=[CH:6][CH:5]=[C:4]([OH:8])[C:3]=1[C:9](=[O:11])[CH:10]=[CH:17][C:16]1[CH:19]=[CH:20][C:13]([OH:12])=[CH:14][CH:15]=1 |f:2.3|. Reported procedure: To a solution of 7.6 grams (0.05 mole) of 2',6'-dihydroxyacetophenone and 6.1 gram (0.05 mole) p-hydroxybenzaldehyde in ethanol was added 100 ml. of 60% aqueous sodium hydroxide. The mixture was stirred at room temperature for 18 hours and then acidified with 6 N hydrochloric acid. The resulting orange solid was collected by filtration and washed with water. The solid was chromatographed on silica gel (200 g., 2.25 l., 20% acetone-Skellysolve "B") and 150 ml. fractions taken. Fractions 6-12 were... Starting materials: CO (methanol), CN(C1=NC2=CC=C(C=C2C=C1CO)C)C ((2-(Dimethylamino)-6-methylquinolin-3-yl)methanol), O=S(Cl)Cl (SOCl2). The solvent is C(Cl)Cl (CH2Cl2). Run at time 3 hour. Product: Cl.ClCC=1C(=NC2=CC=C(C=C2C1)C)N(C)C (3-(chloromethyl)-N,N,6-trimethylquinolin-2-amine hydrochloride). Isolated yield 49.5%. Reaction SMILES: CO.[CH3:3][N:4]([CH3:18])[C:5]1[C:14]([CH2:15]O)=[CH:13][C:12]2[C:7](=[CH:8][CH:9]=[C:10]([CH3:17])[CH:11]=2)[N:6]=1.O=S(Cl)[Cl:21]>C(Cl)Cl>[ClH:21].[Cl:21][CH2:15][C:14]1[C:5]([N:4]([CH3:18])[CH3:3])=[N:6][C:7]2[C:12]([CH:13]=1)=[CH:11][C:10]([CH3:17])=[CH:9][CH:8]=2 |f:4.5|. Reported procedure: To a stirred solution of 2-(dimethylamino)-6-methylquinolin-3-yl)methanol RBO 40152 (900 mg, 4.16 mmol) in dry CH2Cl2 (30 mL) in a 100 mL round-bottomed flask equipped with a magnetic stirrer was added dropwise SOCl2 (3 mL, 42 mmol). The mixture was stirred for 3 h at RT then concentrated to dryness at 40° C. under vacuum. The residue was coevaporated twice with CH2Cl2 (20 mL) at 40° C. under vacuum to give of 3-(chloromethyl)-N,N,6-trimethylquinolin-2-amine hydrochloride RBO 35154 as a yellow s... The reactants are BrC[C@@H]1CC[Si@H](CC1)CCCCC (trans-1-bromomethyl-4-n-pentyl-4-silacyclohexane), [Mg] (magnesium), IC[C@@H]1CC[C@H](CC1)C1=CC=C(C=C1)C1=CC=C(C=C1)C(F)(F)F (4-(trans-4-iodomethylcyclohexyl)-4'-trifluoromethylbiphenyl). Reagents/catalysts: [Cu]I (copper (I) iodide), P(=O)(OCC)(OCC)OCC (triethyl phosphate). Run in C1CCOC1 (THF), C1CCOC1 (THF). Product: C(CCCC)[Si@@H]1CC[C@H](CC1)CC[C@@H]1CC[C@H](CC1)C1=CC=C(C=C1)C1=CC=C(C=C1)C(F)(F)F (4-(trans-4-(2-(trans-4-n-pentyl-4-silacyclohexyl)ethyl)cyclohexyl)-4'-trifluoromethylbiphenyl). The yield is 76.9%. RXN SMILES: Br[CH2:2][C@H:3]1[CH2:8][CH2:7][Si@H:6]([CH2:9][CH2:10][CH2:11][CH2:12][CH3:13])[CH2:5][CH2:4]1.[Mg].I[CH2:16][C@H:17]1[CH2:22][CH2:21][C@H:20]([C:23]2[CH:28]=[CH:27][C:26]([C:29]3[CH:34]=[CH:33][C:32]([C:35]([F:38])([F:37])[F:36])=[CH:31][CH:30]=3)=[CH:25][CH:24]=2)[CH2:19][CH2:18]1>[Cu]I.P(OCC)(OCC)(OCC)=O.C1COCC1>[CH2:9]([Si@H:6]1[CH2:7][CH2:8][C@H:3]([CH2:2][CH2:16][C@H:17]2[CH2:18][CH2:19][C@H:20]([C:23]3[CH:28]=[CH:27][C:26]([C:29]4[CH:30]=[CH:31][C:32]([C:35]([F:36])([F:37])[F:38])=[CH:33][CH:34]=4)=[CH:25][CH:24]=3)[CH2:21][CH2:22]2)[CH2:4][CH2:5]1)[CH2:10][CH2:11][CH2:12][CH3:13]. Procedure details: 26.3 g (0.1 mol) of trans-1-bromomethyl-4-n-pentyl-4-silacyclohexane was dripped into a mixture of 2.5 g (0.11 mol) of magnesium and 300 ml of THF to obtain a Grignard's reagent. This solution was then dripped into a 500 ml THF solution of 0.5 g of triethyl phosphate, 0.1 g of copper (I) iodide and 44.4 g (0.1 mol) of 4-(trans-4-iodomethylcyclohexyl)-4'-trifluoromethylbiphenyl. After a conventional after treatment, purification was conducted by means of chromatography to obtain 38.5 g (yield 76.... The reactants are C(#N)C1=CC=C(C=C1)C1=CC=C(N=N1)Cl (6-(p-cyanophenyl)-3-chloropyridazine), C(C)(C)(C)OC(NN)=O (t-butylcarbazate), C(CCC)O (butanol). Yields the product C(#N)C1=CC=C(C=C1)C1=C(C=C(N=N1)NNC(=O)OC(C)(C)C)C (t-Butyl 3-[6-(p-cyanophenyl)-5-methyl-3-pyridazinyl]carbazate). As a reaction SMILES: [C:1]([C:3]1[CH:8]=[CH:7][C:6]([C:9]2[N:14]=[N:13][C:12](Cl)=[CH:11][CH:10]=2)=[CH:5][CH:4]=1)#[N:2].[C:16]([O:20][C:21](=[O:24])[NH:22][NH2:23])([CH3:19])([CH3:18])[CH3:17].[CH2:25](O)CCC>>[C:1]([C:3]1[CH:8]=[CH:7][C:6]([C:9]2[N:14]=[N:13][C:12]([NH:23][NH:22][C:21]([O:20][C:16]([CH3:19])([CH3:18])[CH3:17])=[O:24])=[CH:11][C:10]=2[CH3:25])=[CH:5][CH:4]=1)#[N:2]. Procedure details: A mixture of 5.0 g. of 6-(p-cyanophenyl)-3-chloropyridazine, 8.71 g. of t-butylcarbazate and 100 ml. of butanol are heated at reflux for 3 hours. The solvent is removed on a rotating evaporator. Water is added, the resulting product is recovered by filtration, washed with water, recrystallized from methanol and dried yielding a product having a m.p. 169°-171° C. Reactants: C(C)(C)(C)OC(=O)N[C@H](C(=O)OCC(=O)N1CCN(CC1)CC=1C=NC(=CC1)C1=CC2=NC=CC(=C2S1)OC1=C(C=C(C=C1)NC(=O)NC1CC1)F)C(C)C ((S)-2-(4-((6-(7-(4-(3-cyclopropylureido)-2-fluorophenoxy)thieno[3,2-b]pyridin-2-yl)pyridin-3-yl)methyl)piperazin-1-yl)-2-oxoethyl 2-(tert-butoxycarbonylamino)-3-methylbutanoate), Cl (HCl). The solvent is CO.C(Cl)Cl (MeOH DCM), C(Cl)Cl (DCM). Yields the product [OH-].[NH4+] (ammonium hydroxide), N[C@H](C(=O)OCC(=O)N1CCN(CC1)CC=1C=NC(=CC1)C1=CC2=NC=CC(=C2S1)OC1=C(C=C(C=C1)NC(=O)NC1CC1)F)C(C)C ((S)-2-(4-((6-(7-(4-(3-cyclopropylureido)-2-fluorophenoxy)thieno[3,2-b]pyridin-2-yl)pyridin-3-yl)methyl)piperazin-1-yl)-2-oxoethyl 2-amino-3-methylbutanoate). Yield: 121.0%. Reaction SMILES: C([O:5]C([NH:8][C@@H:9]([CH:53]([CH3:55])[CH3:54])[C:10]([O:12][CH2:13][C:14]([N:16]1[CH2:21][CH2:20][N:19]([CH2:22][C:23]2[CH:24]=[N:25][C:26]([C:29]3[S:37][C:36]4[C:31](=[N:32][CH:33]=[CH:34][C:35]=4[O:38][C:39]4[CH:44]=[CH:43][C:42]([NH:45][C:46]([NH:48][CH:49]5[CH2:51][CH2:50]5)=[O:47])=[CH:41][C:40]=4[F:52])[CH:30]=3)=[CH:27][CH:28]=2)[CH2:18][CH2:17]1)=[O:15])=[O:11])=O)(C)(C)C.Cl>C(Cl)Cl.CO.C(Cl)Cl>[OH-:5].[NH4+:8].[NH2:8][C@@H:9]([CH:53]([CH3:55])[CH3:54])[C:10]([O:12][CH2:13][C:14]([N:16]1[CH2:21][CH2:20][N:19]([CH2:22][C:23]2[CH:24]=[N:25][C:26]([C:29]3[S:37][C:36]4[C:31](=[N:32][CH:33]=[CH:34][C:35]=4[O:38][C:39]4[CH:44]=[CH:43][C:42]([NH:45][C:46]([NH:48][CH:49]5[CH2:50][CH2:51]5)=[O:47])=[CH:41][C:40]=4[F:52])[CH:30]=3)=[CH:27][CH:28]=2)[CH2:18][CH2:17]1)=[O:15])=[O:11] |f:3.4,5.6|. Reported procedure: A suspension of the Boc-valine ester 74-A (151 mg, 0.195 mmol) and a solution of HCl (0.49 ml, 1.95 mmol, 4M in 1,4-dioxane) in anhydrous DCM (10 ml) was stirred at rt for 2.5 h. The reaction mixture was concentrated and diluted with a saturated aqueous solution of sodium bicarbonate. The aqueous solution was extracted with DCM containing traces of methanol. The combined organic layer was dried over anhydrous magnesium sulfate, filtered and concentrated. The residue was purified by Biotage (Sili...